Dataset: the Open Reaction Database (ORD), a public repository of structured organic reaction records. Task: describe an organic reaction: reactants, conditions, products, and yield As a reaction SMILES: Br[CH2:2][C:3]1[C:8]([C:9]([F:12])([F:11])[F:10])=[CH:7][CH:6]=[CH:5][C:4]=1[C:13]([F:16])([F:15])[F:14].[C-:17]#[N:18].[Na+]>CCO.O>[F:14][C:13]([F:16])([F:15])[C:4]1[CH:5]=[CH:6][CH:7]=[C:8]([C:9]([F:12])([F:11])[F:10])[C:3]=1[CH2:2][C:17]#[N:18] |f:1.2,3.4|. Run in CCO.O (EtOH H2O). Procedure: A solution of 0.73 g (2.4 mmol) 2-bromomethyl-1,3-bis-trifluoromethyl-benzene and 0.183 g (3.7 mmol) sodium cyanide in 10 ml EtOH/H2O 6:1 (v/v) was hated to reflux for 3h. Then the reaction mixture was evaporated, the residue taken up in water and extracted with tert-butyl methyl ether. The combined extracts were washed with saturated aqueous NaHCO3 solution and brine, dried over Na2SO4 and evaporated. Purification by flash chromatography on silica gel with a gradient of 95:5 to 70:30% heptane/e... The product is FC(C1=C(C(=CC=C1)C(F)(F)F)CC#N)(F)F ((2,6-bis-trifluoromethyl-phenyl)-acetonitrile). Reactants: BrCC1=C(C=CC=C1C(F)(F)F)C(F)(F)F (2-bromomethyl-1,3-bis-trifluoromethyl-benzene), [C-]#N.[Na+] (sodium cyanide).